From a dataset of the Open Reaction Database (ORD), a public repository of structured organic reaction records. describe an organic reaction: reactants, conditions, products, and yield Starting materials: ( 8 ), ICCN1CCN2C1=NC1=C2C=CC=C1 (1-N-(2-iodoethyl)-2,3-dihydro-1H-imidazo[1,2-a]benzimidazole), C(C)(=O)O (acetic acid), C1CCC2=NCCCN2CC1 (DBU), CCOC(=O)C (EtOAc). The solvent is C1(=CC=CC=C1)C (toluene). Reaction conditions: time 8 hour. Yields the product N1(CCN2C1=NC1=C2C=CC=C1)CCOC(C)=O ([2-(2,3-dihydro-1H-imidazo-[1,2-a]benzimidazole-1-yl)ethyl]acetate). Isolated yield 97.4%. As a reaction SMILES: I[CH2:2][CH2:3][N:4]1[C:8]2=[N:9][C:10]3[CH:15]=[CH:14][CH:13]=[CH:12][C:11]=3[N:7]2[CH2:6][CH2:5]1.[C:16]([OH:19])(=[O:18])[CH3:17].C1CCN2C(=NCCC2)CC1.CCOC(C)=O>C1(C)C=CC=CC=1>[N:4]1([CH2:3][CH2:2][O:19][C:16](=[O:18])[CH3:17])[C:8]2=[N:9][C:10]3[CH:15]=[CH:14][CH:13]=[CH:12][C:11]=3[N:7]2[CH2:6][CH2:5]1. Procedure details: According to the procedure of N. Ono, et al., Bull. Chem. Soc. Jpn., 51 (8), 2401 (1978), a solution of 1-N-(2-iodoethyl)-2,3-dihydro-1H-imidazo[1,2-a]benzimidazole (2.20 g, 7.03 mmol), acetic acid (0.060 mL, 10.54 mmol) and DBU (1.57 mL, 10.54 mmol) in toluene (70 mL) was heated under reflux for 4 hours, cooled, and stirred at room temperature overnight. EtOAc (30 mL) was added and the mixture was washed with brine, dried (MgSO4), and concentrated to give 1.68 g (98%) of a brown solid. This mat... Reactants: COC=1C=C2C=C(N=C(C2=CC1)O)N1CCOCC1 (6-methoxy-3-morpholinoisoquinolin-1-ol), O=P(Cl)(Cl)Cl (POCl3). Yields the product ClC1=NC(=CC2=CC(=CC=C12)OC)N1CCOCC1 (4-(1-chloro-6-methoxyisoquinolin-3-yl)morpholine). Isolated yield 95.8%. As a reaction SMILES: [CH3:1][O:2][C:3]1[CH:4]=[C:5]2[C:10](=[CH:11][CH:12]=1)[C:9](O)=[N:8][C:7]([N:14]1[CH2:19][CH2:18][O:17][CH2:16][CH2:15]1)=[CH:6]2.O=P(Cl)(Cl)[Cl:22]>>[Cl:22][C:9]1[C:10]2[C:5](=[CH:4][C:3]([O:2][CH3:1])=[CH:12][CH:11]=2)[CH:6]=[C:7]([N:14]2[CH2:19][CH2:18][O:17][CH2:16][CH2:15]2)[N:8]=1. Reported procedure: A solution of 6-methoxy-3-morpholinoisoquinolin-1-ol (315 mg, 1.210 mmol) in POCl3 (1692 μl, 18.15 mmol) was refluxed for 4 h. The reaction mixture was concentrated. The residue was dissolved in DCM and the pH was adjusted to 7 with 4N NaOH. The organic phase was collected and dried over sodium sulfate, filtered, then concentrated under vacuum. The crude material was purified by silica gel chromatography using 50% DCM in Hexanes as eluent. The product fractions were collected and the solvent rem...